Dataset: the Open Reaction Database (ORD), a public repository of structured organic reaction records. Task: describe an organic reaction: reactants, conditions, products, and yield The reactants are O=C(Br)CBr, C1COCCN1, ClCCl. The product is O=C(CBr)N1CCOCC1. Reaction SMILES: [Br:1][CH2:2][C:3](=[O:4])[Br:5].[CH2:6]1[CH2:7][O:8][CH2:9][CH2:10][NH:11]1.[Cl:12][CH2:13][Cl:14]>>[Br:1][CH2:2][C:3](=[O:4])[N:11]1[CH2:6][CH2:7][O:8][CH2:9][CH2:10]1.